This data is from the Open Reaction Database (ORD), a public repository of structured organic reaction records. The task is: describe an organic reaction: reactants, conditions, products, and yield Starting materials: CCNCC, O=C(O)c1cccc(S(=O)(=O)Cl)c1, ClCCl, Cl. Reaction SMILES: [CH2:14]([CH3:15])[NH:16][CH2:17][CH3:18].[Cl:1][S:2](=[O:3])(=[O:4])[c:5]1[cH:6][c:7]([C:8](=[O:9])[OH:10])[cH:11][cH:12][cH:13]1.[Cl:20][CH2:21][Cl:22].[ClH:19]>>[S:2](=[O:3])(=[O:4])([c:5]1[cH:6][c:7]([C:8](=[O:9])[OH:10])[cH:11][cH:12][cH:13]1)[N:16]([CH2:14][CH3:15])[CH2:17][CH3:18]. The product is CCN(CC)S(=O)(=O)c1cccc(C(=O)O)c1. Reactants: CC(C)N1C(=O)C(NC(=O)OC(C)(C)C)C(c2ccccc2)Oc2ccccc21, ClCCl, O=C(O)C(F)(F)F. The product is CC(C)N1C(=O)C(N)C(c2ccccc2)Oc2ccccc21. As a reaction SMILES: [CH:1]([CH3:2])([CH3:3])[N:4]1[C:5](=[O:29])[CH:6]([NH:21][C:22](=[O:23])[O:24][C:25]([CH3:26])([CH3:27])[CH3:28])[CH:7]([c:15]2[cH:16][cH:17][cH:18][cH:19][cH:20]2)[O:8][c:9]2[c:10]1[cH:11][cH:12][cH:13][cH:14]2.[Cl:37][CH2:38][Cl:39].[OH:30][C:31]([C:32]([F:33])([F:34])[F:35])=[O:36]>>[CH:1]([CH3:2])([CH3:3])[N:4]1[C:5](=[O:29])[CH:6]([NH2:21])[CH:7]([c:15]2[cH:16][cH:17][cH:18][cH:19][cH:20]2)[O:8][c:9]2[c:10]1[cH:11][cH:12][cH:13][cH:14]2. The reactants are CC(=O)N1CCNCC1, C=Cc1cccc(C)n1, CC(=O)O, CO. Yields the product CC(=O)N1CCN(CCc2cccc(C)n2)CC1. Reaction SMILES: [C:1]([CH3:2])(=[O:3])[N:4]1[CH2:5][CH2:6][NH:7][CH2:8][CH2:9]1.[CH3:10][c:11]1[n:12][c:13]([CH:17]=[CH2:18])[cH:14][cH:15][cH:16]1.[CH3:19][C:20](=[O:21])[OH:22].[CH3:23][OH:24]>>[C:1]([CH3:2])(=[O:3])[N:4]1[CH2:5][CH2:6][N:7]([CH2:18][CH2:17][c:13]2[n:12][c:11]([CH3:10])[cH:16][cH:15][cH:14]2)[CH2:8][CH2:9]1. The reactants are C(C)OC1=CC(=CC2=C1NC(O2)=O)C=O (4-ethoxy-2-oxo-2,3-dihydrobenzo[d]oxazole-6-carbaldehyde), C(C)OC1=CC(=CC2=C1NC(O2)=O)C=O (4-ethoxy-2-oxo-2,3-dihydrobenzo[d]oxazole-6-carbaldehyde), C1(=CC=CC=C1)C(CC1=CC=CC=C1)=O (1,2-diphenylethanone), NC(=O)N (urea), Cl (HCl). Solvent: C(C)O (ethanol). Yields the product C(C)OC1=CC(=CC2=C1NC(O2)=O)C2NC(NC(=C2C2=CC=CC=C2)C2=CC=CC=C2)=O (4-ethoxy-6-(2-oxo-5,6-diphenyl-1,2,3,4-tetrahydropyrimidin-4-yl)benzo[d]oxazol-2(3H)-one). Yield: 22.0%. RXN SMILES: [CH2:1]([O:3][C:4]1[C:9]2[NH:10][C:11](=[O:13])[O:12][C:8]=2[CH:7]=[C:6]([CH:14]=O)[CH:5]=1)[CH3:2].[C:16]1([C:22](=O)[CH2:23][C:24]2[CH:29]=[CH:28][CH:27]=[CH:26][CH:25]=2)[CH:21]=[CH:20][CH:19]=[CH:18][CH:17]=1.[NH2:31][C:32]([NH2:34])=[O:33].Cl>C(O)C>[CH2:1]([O:3][C:4]1[C:9]2[NH:10][C:11](=[O:13])[O:12][C:8]=2[CH:7]=[C:6]([CH:14]2[C:23]([C:24]3[CH:29]=[CH:28][CH:27]=[CH:26][CH:25]=3)=[C:22]([C:16]3[CH:21]=[CH:20][CH:19]=[CH:18][CH:17]=3)[NH:34][C:32](=[O:33])[NH:31]2)[CH:5]=1)[CH3:2]. Procedure details: To a solution of 4-ethoxy-2-oxo-2,3-dihydrobenzo[d]oxazole-6-carbaldehyde (Intermediate 76) (70 mg, 0.34 mmol), 1,2-diphenylethanone (70 mg, 0.36 mmol) and urea (82 mg, 1.4 mmol) in 5 mL of ethanol was added 0.2 ml con. HCl under N2 The reaction mixture was refluxed overnight. The reaction mixture was purified by prep-HPLC (0.1% TFA as additive) and solvent removed to give Compound 150 as white solid (32 mg, yield 22%). 1H NMR (CD3OD 400 MHz): δ 7.27 (m, 5H), 7.06-7.04 (m, 3H), 6.92-6.87 (m, 3H)... Starting materials: BrC1=COC=2C1=NC(=CC2)C(=O)NN (3-bromofuro[3,2-b]pyridine-5-carbohydrazide), C(C)(OCC)(OCC)OCC (triethyl orthoacetate), N12CCCCCC2=NCCC1 (1,8-Diazabicyclo[5.4.0]undec-7-ene). The solvent is C(CCC)O (n-butanol). Product: BrC1=COC=2C1=NC(=CC2)C=2OC(=NN2)C (3-bromo-5-(5-methyl-1,3,4-oxadiazol-2-yl)furo[3,2-b]pyridine). Yield: 22.9%. RXN SMILES: [Br:1][C:2]1[C:6]2=[N:7][C:8]([C:11]([NH:13][NH2:14])=[O:12])=[CH:9][CH:10]=[C:5]2[O:4][CH:3]=1.[C:15](OCC)(OCC)(OCC)[CH3:16].N12CCCN=C1CCCCC2>C(O)CCC>[Br:1][C:2]1[C:6]2=[N:7][C:8]([C:11]3[O:12][C:15]([CH3:16])=[N:14][N:13]=3)=[CH:9][CH:10]=[C:5]2[O:4][CH:3]=1. Reported procedure: A solution of 3-bromofuro[3,2-b]pyridine-5-carbohydrazide (0.16 g, 0.64 mmol) and triethyl orthoacetate (0.26 mL, 1.40 mmol) in n-butanol (3 mL) was heated under reflux for 1 hr. 1,8-Diazabicyclo[5.4.0]undec-7-ene (0.096 mL, 0.64 mmol) was added to the reaction mixture, and the resulting mixture was heated under reflux overnight. After cooling, the precipitate was collected by filtration, purified by silica gel column chromatography (hexane/ethyl acetate=3/1), and recrystallized from hexane/ethy...